This data is from the Open Reaction Database (ORD), a public repository of structured organic reaction records. The task is: describe an organic reaction: reactants, conditions, products, and yield Reaction conditions: time 4 hour. RXN SMILES: S(Cl)([Cl:4])(=O)=O.[CH2:6]([O:8][C:9]1[N:14]=[C:13]([CH2:15][Cl:16])[CH:12]=[C:11]([OH:17])[N:10]=1)[CH3:7].O.[OH-].[Na+]>C(Cl)Cl>[CH2:6]([O:8][C:9]1[N:14]=[C:13]([CH2:15][Cl:16])[C:12]([Cl:4])=[C:11]([OH:17])[N:10]=1)[CH3:7] |f:3.4|. Reported procedure: 2.8 ml (0.035 mol) of sulphuryl chloride are added dropwise to a solution of 6 g (0.032 mol) of 2-ethoxy-4-chloromethyl-6-hydroxy-pyrimidine in 90 ml of methylene chloride and the mixture is subsequently stirred at room temperature for 4 hours. The mixture is then treated with 100 ml of water and adjusted to pH 7 with 30% sodium hydroxide solution. The organic phase is separated and the combined organic phases are extracted with water, dried over anhydrous sodium sulphate and evaporated. There i... Product: C(C)OC1=NC(=C(C(=N1)CCl)Cl)O (2-ethoxy-5-chloro-4-chloromethyl-6-hydroxy-pyrimidine). Starting materials: [OH-].[Na+] (sodium hydroxide), S(=O)(=O)(Cl)Cl (sulphuryl chloride), C(C)OC1=NC(=CC(=N1)CCl)O (2-ethoxy-4-chloromethyl-6-hydroxy-pyrimidine), O (water). Run in C(Cl)Cl (methylene chloride).